Task: describe an organic reaction: reactants, conditions, products, and yield. Dataset: the Open Reaction Database (ORD), a public repository of structured organic reaction records Starting materials: C(C1=CC=CC=C1)O (benzyl alcohol), C(C)(=O)O (acetic acid), CI (methyl iodide), C/C(=C/C(=O)C)/[O-] (acetylacetonate). The reagents and catalysts are [Ni] (nickel), [O-][V](=O)([O-])[O-].[Na+].[Na+].[Na+] (vanadyl), [V] (vanadium), O.O.O.O.C(C)(=O)[O-].[Ni+2].C(C)(=O)[O-] (nickel acetate tetrahydrate). Product: C1(=CC=CC=C1)CC(=O)O (phenylacetic acid). Reaction SMILES: [CH2:1](O)[C:2]1[CH:7]=[CH:6][CH:5]=[CH:4][CH:3]=1.CI.C/C(/[O-])=C/C(C)=O.[C:18]([OH:21])(=[O:20])C>[Ni].O.O.O.O.C([O-])(=O)C.[Ni+2].C([O-])(=O)C.[V].[O-][V]([O-])([O-])=O.[Na+].[Na+].[Na+]>[C:2]1([CH2:1][C:18]([OH:21])=[O:20])[CH:7]=[CH:6][CH:5]=[CH:4][CH:3]=1 |f:5.6.7.8.9.10.11,13.14.15.16|. Procedure: Using the equipment and the procedure described for Example 1, an experiment was carried out on a charge comprising 25 ml (232 mmols) of benzyl alcohol, 15 ml of acetic acid, 161 mmols of methyl iodide, 8 mg atoms of nickel in the form of nickel acetate tetrahydrate and 40 mg atoms of vanadium in the form of vanadyl bis-acetylacetonate. The reaction temperature was 180° C.; the total pressure was maintained at 60 bars by introduction of additional amounts of pure CO. In a reaction time of 1 hour...